The task is: describe an organic reaction: reactants, conditions, products, and yield. This data is from the Open Reaction Database (ORD), a public repository of structured organic reaction records. The reactants are ClC1=C2NC=NC2=NC=N1 (6-chloropurine), ClC=1C=CC=C2C=C(C(=NC12)C1=C(C=CC=C1)OC(F)(F)F)CN ((8-chloro-2-(2-(trifluoro-methoxy)phenyl)quinolin-3-yl)methanamine), C(C)(C)N(C(C)C)CC (N,N-diisopropylethylamine), C(C)O (ethanol). Run at temperature 75 celsius, time 36 hour. Yields the product ClC=1C=CC=C2C=C(C(=NC12)C1=C(C=CC=C1)OC(F)(F)F)CC1=NC(=C2N=CNC2=N1)N (((8-chloro-2-(2-(trifluoromethoxy)phenyl)quinolin-3-yl)methyl)-9H-purin-6-amine). As a reaction SMILES: Cl[C:2]1[N:10]=[CH:9][N:8]=[C:7]2[C:3]=1[NH:4][CH:5]=[N:6]2.[Cl:11][C:12]1[CH:13]=[CH:14][CH:15]=[C:16]2[C:21]=1[N:20]=[C:19]([C:22]1[CH:27]=[CH:26][CH:25]=[CH:24][C:23]=1[O:28][C:29]([F:32])([F:31])[F:30])[C:18]([CH2:33]N)=[CH:17]2.C([N:38](CC)C(C)C)(C)C.C(O)C>>[Cl:11][C:12]1[CH:13]=[CH:14][CH:15]=[C:16]2[C:21]=1[N:20]=[C:19]([C:22]1[CH:27]=[CH:26][CH:25]=[CH:24][C:23]=1[O:28][C:29]([F:30])([F:31])[F:32])[C:18]([CH2:33][C:9]1[N:8]=[C:7]3[C:3]([N:4]=[CH:5][NH:6]3)=[C:2]([NH2:38])[N:10]=1)=[CH:17]2. Procedure details: A mixture of 6-chloropurine (0.1109 g, 0.7175 mmol), (8-chloro-2-(2-(trifluoro-methoxy)phenyl)quinolin-3-yl)methanamine (0.2531 g, 0.7175 mmol), and N,N-diisopropylethylamine (0.2500 mL, 1.435 mmol) in ethanol (4.221 mL, 0.7175 mmol) was stirred at 75° C. After 36 h, the mixture was removed from the heat and concentrated under reduced pressure. The residue was purified by flash column chromatography on a silica gel column using 50% of CH2Cl2:MeOH:NH4OH (89:9:1) in CH2Cl2 as eluent to give N-(((8... The reactants are COC=1C=C(CC2N(CCC3=CC(=C(C=C23)OC)O)CC(=O)NCC2=CC=CC=C2)C=CC1OC (2-[1-(3,4-dimethoxy-benzyl)-6-hydroxy-7-methoxy-3,4-dihydro-1H-isoquinolin-2-yl]-N-benzyl-acetamide), C1(CC1)CBr (cyclopropylmethyl bromide). Yields the product COC=1C=C(CC2N(CCC3=CC(=C(C=C23)OC)OCC2CC2)CC(=O)NCC2=CC=CC=C2)C=CC1OC (2-[1-(3,4-dimethoxy-benzyl)-6-(cyclopropyl-methoxy)-7-methoxy-3,4-dihydro-1H-isoquinolin-2-yl]-N-benzyl-acetamide). RXN SMILES: [CH3:1][O:2][C:3]1[CH:4]=[C:5]([CH:31]=[CH:32][C:33]=1[O:34][CH3:35])[CH2:6][CH:7]1[C:16]2[C:11](=[CH:12][C:13]([OH:19])=[C:14]([O:17][CH3:18])[CH:15]=2)[CH2:10][CH2:9][N:8]1[CH2:20][C:21]([NH:23][CH2:24][C:25]1[CH:30]=[CH:29][CH:28]=[CH:27][CH:26]=1)=[O:22].[CH:36]1([CH2:39]Br)[CH2:38][CH2:37]1>>[CH3:1][O:2][C:3]1[CH:4]=[C:5]([CH:31]=[CH:32][C:33]=1[O:34][CH3:35])[CH2:6][CH:7]1[C:16]2[C:11](=[CH:12][C:13]([O:19][CH2:39][CH:36]3[CH2:38][CH2:37]3)=[C:14]([O:17][CH3:18])[CH:15]=2)[CH2:10][CH2:9][N:8]1[CH2:20][C:21]([NH:23][CH2:24][C:25]1[CH:30]=[CH:29][CH:28]=[CH:27][CH:26]=1)=[O:22]. Procedure: prepared by reaction of 2-[1-(3,4-dimethoxy-benzyl)-6-hydroxy-7-methoxy-3,4-dihydro-1H-isoquinolin-2-yl]-N-benzyl-acetamide with cyclopropylmethyl bromide Starting materials: N#Cc1cc(C(=O)O)c(O)cc1N, [Na+], [OH-], c1ccc2ncccc2c1. Yields the product N#Cc1ccc(O)cc1N. As a reaction SMILES: [NH2:1][c:2]1[cH:3][c:4]([OH:13])[c:5]([C:6]([OH:7])=[O:8])[cH:9][c:10]1[C:11]#[N:12].[Na+:25].[OH-:24].[cH:14]1[cH:15][c:16]2[c:17]([n:18][cH:19][cH:20][cH:21]2)[cH:22][cH:23]1>>[NH2:1][c:2]1[cH:3][c:4]([OH:13])[cH:5][cH:9][c:10]1[C:11]#[N:12]. Solvent: O1CCCC1 (tetrahydrofuran). Procedure details: Under ice-cooling and stirring, 12 ml of an aqueous solution containing 632 mg of cis-4-acetoxymethyl-3-amino-2-oxoazetidine and 1.122 g of sodium hydrogen carbonate is added to a suspension of 2.36 g of 2-(2-chloroacetamido-4-thiazolyl)-2-methoxyiminoacetyl chloride (syn-isomer) in 20 ml of tetrahydrofuran. The mixture is stirred for 2 hours at room temperature and the solvent is then distilled off in vacuo to leave the residue, which solidifies. Water is added to the solidified residue, follow... Starting materials: aqueous solution, C(C)(=O)OC[C@@H]1[C@@H](C(N1)=O)N (cis-4-acetoxymethyl-3-amino-2-oxoazetidine), C(O)([O-])=O.[Na+] (sodium hydrogen carbonate), ClCC(=O)NC=1SC=C(N1)C(C(=O)Cl)=NOC (2-(2-chloroacetamido-4-thiazolyl)-2-methoxyiminoacetyl chloride), O (Water). The product is C(C)(=O)OC[C@@H]1[C@@H](C(N1)=O)NC(C(=NOC)C=1N=C(SC1)NC(CCl)=O)=O (cis-4-acetoxymethyl-3-[2-(2-chloroacetamido-4-thiazolyl)-2-methoxyiminoacetamido]-2-oxoazetidine). RXN SMILES: [C:1]([O:4][CH2:5][C@H:6]1[NH:9][C:8](=[O:10])[C@H:7]1[NH2:11])(=[O:3])[CH3:2].C(=O)([O-])O.[Na+].[Cl:17][CH2:18][C:19]([NH:21][C:22]1[S:23][CH:24]=[C:25]([C:27](=[N:31][O:32][CH3:33])[C:28](Cl)=[O:29])[N:26]=1)=[O:20].O>O1CCCC1>[C:1]([O:4][CH2:5][C@H:6]1[NH:9][C:8](=[O:10])[C@H:7]1[NH:11][C:28](=[O:29])[C:27]([C:25]1[N:26]=[C:22]([NH:21][C:19](=[O:20])[CH2:18][Cl:17])[S:23][CH:24]=1)=[N:31][O:32][CH3:33])(=[O:3])[CH3:2] |f:1.2|. Reactants: amide, Cl (HCl), BrC1(NC=CC=C1)O (2-bromopyridinol), B.O1CCCC1 (borane tetrahydrofuran), O1CCCC1 (tetrahydrofuran), [OH-].[Na+] (sodium hydroxide). Conditions: time 20 hour. The product is BrC1=NC=CC=C1O[C@H]([C@@H]1CNCCO1)C1=CC=CC=C1 ((S)-2-[(S)-(2-Bromo-pyridin-3-yloxy)-phenyl-methyl]-morpholine), desired product. Yield: 16.0%. RXN SMILES: [Br:1][C:2]1(O)[CH:7]=[CH:6][CH:5]=[CH:4][NH:3]1.B.[O:10]1[CH2:14][CH2:13][CH2:12][CH2:11]1.Cl.[OH-:16].[Na+].O1[CH2:22][CH2:21][CH2:20][CH2:19]1>>[Br:1][C:2]1[C:7]([O:16][C@@H:13]([C:12]2[CH:22]=[CH:21][CH:20]=[CH:19][CH:11]=2)[C@H:14]2[O:10][CH2:7][CH2:2][NH:3][CH2:4]2)=[CH:6][CH:5]=[CH:4][N:3]=1 |f:1.2,4.5|. Procedure: (S)-2-[(S)-(2-Bromo-pyridin-3-yloxy)-phenyl-methyl]-morpholine was synthesized from the corresponding amide (6-[Phenyl-(pyridin-3-yloxy)-methyl]-morpholin-3-one) using the following procedure: To a solution of compound 1 (0.4 g, 1.1 mmol) in anhydrous tetrahydrofuran (10 mL) under a nitrogen atmosphere was added a commercial solution of borane-tetrahydrofuran complex (1.0M in tetrahydrofuran, 3.4 mL, 3.4 mmol) via syringe. The reaction mixture was stirred at room temperature for 20 h. TLC analys... The reactants are C(=O)N[C@H]1CC(=O)OC1=O (formyl-L-aspartic anhydride), ( II ), N[C@@H](CC1=CC=CC=C1)C(=O)O (L-phenylalanine). The solvent is O (water). Product: C(=O)N[C@@H](CC(O)=O)C(=O)N[C@@H](CC1=CC=CC=C1)C(=O)O (formyl-L-aspartyl-L-phenylalanine). As a reaction SMILES: [CH:1]([NH:3][C@@H:4]1[C:9](=[O:10])[O:8][C:6](=[O:7])[CH2:5]1)=[O:2].[NH2:11][C@H:12]([C:20]([OH:22])=[O:21])[CH2:13][C:14]1[CH:19]=[CH:18][CH:17]=[CH:16][CH:15]=1>O>[CH:1]([NH:3][C@H:4]([C:9]([NH:11][C@H:12]([C:20]([OH:22])=[O:21])[CH2:13][C:14]1[CH:19]=[CH:18][CH:17]=[CH:16][CH:15]=1)=[O:10])[CH2:5][C:6](=[O:7])[OH:8])=[O:2]. Reported procedure: reacting the formyl-L-aspartic anhydride of formula (II) with the L-phenylalanine in the presence of water at a pH 9-13 and at a temperature of from about -5° C. to 5° C., to produce a formyl-L-aspartyl-L-phenylalanine; The reactants are CC(C)(C=CB(O)O)c1ccc(C(F)(F)F)cc1, CCO, Cc1nc(N)nc(N)c1I, [Na]. The product is Cc1nc(N)nc(N)c1C=CC(C)(C)c1ccc(C(F)(F)F)cc1. Reaction SMILES: [CH3:12][C:13]([CH:14]=[CH:15][B:16]([OH:17])[OH:18])([CH3:19])[c:20]1[cH:21][cH:22][c:23]([C:26]([F:27])([F:28])[F:29])[cH:24][cH:25]1.[CH3:30][CH2:31][OH:32].[NH2:2][c:3]1[n:4][c:5]([CH3:11])[c:6]([I:10])[c:7]([NH2:9])[n:8]1.[Na:1]>>[NH2:2][c:3]1[n:4][c:5]([CH3:11])[c:6]([CH:15]=[CH:14][C:13]([CH3:12])([CH3:19])[c:20]2[cH:21][cH:22][c:23]([C:26]([F:27])([F:28])[F:29])[cH:24][cH:25]2)[c:7]([NH2:9])[n:8]1. The reactants are OB(O)C1=CCCCC1, CCc1cc(C#N)ccc1I, C[O-], CO, [Na+]. Product: CCc1cc(C#N)ccc1C1=CCCCC1. RXN SMILES: [C:12]1([B:18]([OH:19])[OH:20])=[CH:13][CH2:14][CH2:15][CH2:16][CH2:17]1.[CH2:1]([CH3:2])[c:3]1[cH:4][c:5]([C:6]#[N:7])[cH:8][cH:9][c:10]1[I:11].[CH3:21][O-:22].[CH3:24][OH:25].[Na+:23]>>[CH2:1]([CH3:2])[c:3]1[cH:4][c:5]([C:6]#[N:7])[cH:8][cH:9][c:10]1[C:12]1=[CH:13][CH2:14][CH2:15][CH2:16][CH2:17]1. Starting materials: O=C([O-])O, O=C(Cl)Oc1ccccc1, CC(C)(C)OC(=O)NC(CCN)c1ccc(Cl)cc1, [Na+], C1COCCO1. The product is CC(C)(C)OC(=O)NC(CCNC(=O)Oc1ccccc1)c1ccc(Cl)cc1. Reaction SMILES: [C:30](=[O:31])([OH:32])[O-:33].[Cl:1][C:2](=[O:3])[O:4][c:5]1[cH:6][cH:7][cH:8][cH:9][cH:10]1.[NH2:11][CH2:12][CH2:13][CH:14]([c:15]1[cH:16][cH:17][c:18]([Cl:21])[cH:19][cH:20]1)[NH:22][C:23]([O:24][C:25]([CH3:26])([CH3:27])[CH3:28])=[O:29].[Na+:34].[O:35]1[CH2:36][CH2:37][O:38][CH2:39][CH2:40]1>>[C:2](=[O:3])([O:4][c:5]1[cH:6][cH:7][cH:8][cH:9][cH:10]1)[NH:11][CH2:12][CH2:13][CH:14]([c:15]1[cH:16][cH:17][c:18]([Cl:21])[cH:19][cH:20]1)[NH:22][C:23]([O:24][C:25]([CH3:26])([CH3:27])[CH3:28])=[O:29].